Dataset: the Open Reaction Database (ORD), a public repository of structured organic reaction records. Task: describe an organic reaction: reactants, conditions, products, and yield Reactants: C1CNC1, Cn1ncc(C(=O)O)c1C(=O)Nc1ccn2nc(-c3cccnc3F)nc2c1. Product: Cn1ncc(C(=O)N2CCC2)c1C(=O)Nc1ccn2nc(-c3cccnc3F)nc2c1. RXN SMILES: [CH2:29]1[CH2:30][NH:31][CH2:32]1.[F:1][c:2]1[n:3][cH:4][cH:5][cH:6][c:7]1-[c:8]1[n:9][n:10]2[c:11]([cH:12][c:13]([NH:16][C:17](=[O:18])[c:19]3[c:20]([C:25](=[O:26])[OH:27])[cH:21][n:22][n:23]3[CH3:24])[cH:14][cH:15]2)[n:28]1>>[F:1][c:2]1[n:3][cH:4][cH:5][cH:6][c:7]1-[c:8]1[n:9][n:10]2[c:11]([cH:12][c:13]([NH:16][C:17](=[O:18])[c:19]3[c:20]([C:25](=[O:26])[N:31]4[CH2:30][CH2:29][CH2:32]4)[cH:21][n:22][n:23]3[CH3:24])[cH:14][cH:15]2)[n:28]1. Reactants: [BH4-].[Na+] (sodium borohydride), CN1CC(C2=C(CC1)C=C(S2)C=O)C2=CC=CC=C2 (6-methyl-8-phenyl-5,6,7,8-tetrahydro-4H-thieno[2,3-d]azepine-2-carboxaldehyde). Solvent: C(C)O (ethanol), C(C)O (ethanol). Yields the product OCC1=CC2=C(C(CN(CC2)C)C2=CC=CC=C2)S1 (2-Hydroxymethyl-6-methyl-8-phenyl-5,6,7,8-tetrahydro-4H-thieno[2,3-d]azepine). Reaction SMILES: [BH4-].[Na+].[CH3:3][N:4]1[CH2:10][CH2:9][C:8]2[CH:11]=[C:12]([CH:14]=[O:15])[S:13][C:7]=2[CH:6]([C:16]2[CH:21]=[CH:20][CH:19]=[CH:18][CH:17]=2)[CH2:5]1>C(O)C>[OH:15][CH2:14][C:12]1[S:13][C:7]2[CH:6]([C:16]3[CH:21]=[CH:20][CH:19]=[CH:18][CH:17]=3)[CH2:5][N:4]([CH3:3])[CH2:10][CH2:9][C:8]=2[CH:11]=1 |f:0.1|. Procedure: A solution of sodium borohydride (0.73 g) in ethanol (30 ml) was added dropwise to a stirred solution of 6-methyl-8-phenyl-5,6,7,8-tetrahydro-4H-thieno[2,3-d]azepine-2-carboxaldehyde (1.50 g) in ethanol (30 ml) cooled in an ice bath. After 30 minutes the solution was evaporated, the residue dissolved in water (100 ml) and extracted with dichloromethane (2×100 ml). The extracts were dried filtered and evaporated to a viscous oil. Crystallisation from cyclohexane (15 ml) gave the title product, m.... Starting materials: [BH4-], Cc1cc2c(cc1C(F)(F)F)N(C(=O)OC(C)C)CCCC2=O, Cc1ccccc1, Nc1cccnc1, [Na+], Cc1ccc(S(=O)(=O)O)cc1. The product is Cc1cc2c(cc1C(F)(F)F)N(C(=O)OC(C)C)CCCC2Nc1cccnc1. Reaction SMILES: [BH4-:42].[CH3:1][c:2]1[cH:3][c:4]2[c:5]([cH:18][c:19]1[C:20]([F:21])([F:22])[F:23])[N:6]([C:12](=[O:13])[O:14][CH:15]([CH3:16])[CH3:17])[CH2:7][CH2:8][CH2:9][C:10]2=[O:11].[CH3:44][c:45]1[cH:46][cH:47][cH:48][cH:49][cH:50]1.[NH2:24][c:25]1[cH:26][n:27][cH:28][cH:29][cH:30]1.[Na+:43].[c:31]1([CH3:32])[cH:33][cH:34][c:35]([S:36]([OH:37])(=[O:38])=[O:39])[cH:40][cH:41]1>>[CH3:1][c:2]1[cH:3][c:4]2[c:5]([cH:18][c:19]1[C:20]([F:21])([F:22])[F:23])[N:6]([C:12](=[O:13])[O:14][CH:15]([CH3:16])[CH3:17])[CH2:7][CH2:8][CH2:9][CH:10]2[NH:24][c:25]1[cH:26][n:27][cH:28][cH:29][cH:30]1.